From a dataset of the Open Reaction Database (ORD), a public repository of structured organic reaction records. describe an organic reaction: reactants, conditions, products, and yield Reactants: ClCC1=CC=C(C=C1)N1N=C(C=2CCCCC12)C(F)(F)F (1-[4-(chloromethyl)phenyl]-3-(trifluoromethyl)-4,5,6,7-tetrahydro-1H-indazole), N1C(CCCC1)=O (2-piperidinone). Yields the product FC(C1=NN(C=2CCCCC12)C1=CC=C(C=C1)CN1C(CCCC1)=O)(F)F (1-({4-[3-(trifluoromethyl)-4,5,6,7-tetrahydro-1H-indazol-1-yl]phenyl}methyl)-2-piperidinone). As a reaction SMILES: Cl[CH2:2][C:3]1[CH:8]=[CH:7][C:6]([N:9]2[C:17]3[CH2:16][CH2:15][CH2:14][CH2:13][C:12]=3[C:11]([C:18]([F:21])([F:20])[F:19])=[N:10]2)=[CH:5][CH:4]=1.[NH:22]1[CH2:27][CH2:26][CH2:25][CH2:24][C:23]1=[O:28]>>[F:19][C:18]([F:21])([F:20])[C:11]1[C:12]2[CH2:13][CH2:14][CH2:15][CH2:16][C:17]=2[N:9]([C:6]2[CH:7]=[CH:8][C:3]([CH2:2][N:22]3[CH2:27][CH2:26][CH2:25][CH2:24][C:23]3=[O:28])=[CH:4][CH:5]=2)[N:10]=1. Procedure details: The title compound was prepared from 1-[4-(chloromethyl)phenyl]-3-(trifluoromethyl)-4,5,6,7-tetrahydro-1H-indazole and 2-piperidinone using a similar procedure to that described for Description 15. Isolated yield 71.0%. As a reaction SMILES: [Cl:1][C:2]1[CH:7]=[CH:6][C:5](/[CH:8]=[CH:9]/[C:10]([OH:12])=O)=[CH:4][CH:3]=1.[C:13](Cl)(=[O:17])[C:14](Cl)=O.C[N:20]([CH:22]=[O:23])C>C1COCC1>[CH2:8]([C@@H:14]1[CH2:13][O:17][C:22](=[O:23])[N:20]1[C:10](=[O:12])/[CH:9]=[CH:8]/[C:5]1[CH:4]=[CH:3][C:2]([Cl:1])=[CH:7][CH:6]=1)[C:5]1[CH:6]=[CH:7][CH:2]=[CH:3][CH:4]=1. Procedure details: To a mixed solution of (2E)-3-(4-chlorophenyl)prop-2-enoic acid (30.0 g) in THF (350 mL) and DMF (0.90 mL) was slowly added oxalyl chloride (21.6 mL) at 5° C., and the mixture was stirred for 1 hr. The reaction mixture was concentrated under reduced pressure, and the residue was dissolved in THF (150 mL). This THF solution was added to a suspension of (R)-4-benzyloxazolidin-2-one (31.0 g), triethylamine (114 mL) and lithium chloride (34.8 g) in THF (350 mL) at 5° C., and the mixture was stirred ... Solvent: C1CCOC1 (THF). The product is C(C1=CC=CC=C1)[C@H]1N(C(OC1)=O)C(\C=C\C1=CC=C(C=C1)Cl)=O ((4R)-4-benzyl-3-[(2E)-3-(4-chlorophenyl)prop-2-enoyl]-1,3-oxazolidin-2-one). Conditions: time 1 hour. The reactants are ClC1=CC=C(C=C1)/C=C/C(=O)O ((2E)-3-(4-chlorophenyl)prop-2-enoic acid), C(C(=O)Cl)(=O)Cl (oxalyl chloride), CN(C)C=O (DMF).